Dataset: the Open Reaction Database (ORD), a public repository of structured organic reaction records. Task: describe an organic reaction: reactants, conditions, products, and yield The reactants are N (ammonia), ClC1=C(C=CC(=C1)OC1=C(C=CC=C1)Cl)C(C)=NO (1-[2-chloro-4-(2-chloro-phenoxy)-phenyl]-ethanone-oxime), [H][H] (hydrogen). Reagents/catalysts: [Ni] (Raney nickel). Solvent: CO (methanol). The product is ClC1=C(C=CC(=C1)OC1=C(C=CC=C1)Cl)C(C)N (1-[2-chloro-4-(2-chloro-phenoxy)-phenyl]-ethylamine). As a reaction SMILES: [Cl:1][C:2]1[CH:7]=[C:6]([O:8][C:9]2[CH:14]=[CH:13][CH:12]=[CH:11][C:10]=2[Cl:15])[CH:5]=[CH:4][C:3]=1[C:16](=[N:18]O)[CH3:17].N.[H][H]>CO.[Ni]>[Cl:1][C:2]1[CH:7]=[C:6]([O:8][C:9]2[CH:14]=[CH:13][CH:12]=[CH:11][C:10]=2[Cl:15])[CH:5]=[CH:4][C:3]=1[CH:16]([NH2:18])[CH3:17]. Procedure details: 1.8 g (6.08 mmol) of 1-[2-chloro-4-(2-chloro-phenoxy)-phenyl]-ethanone-oxime was dissolved in 50 mL methanol and 50 mL 7M methanolic ammonia were added, followed by 400 mg Raney nickel. The mixture was shaken at RT and 50 psi hydrogen pressure. The catalyst was suction filtered and the filtrate was evaporated down. The residue was purified by chromatography (silica gel column, dichloromethane:methanol=50:1 to 9:1) Reactants: NCC1(CCN(CC1)C(=O)OC(C)(C)C)C1=CC=CC=C1 (4-aminomethyl-1-t-butoxycarbonyl-4-phenylpiperidine), N1=CC=CC=C1 (pyridine), C(C)(=O)OC(C)=O (Acetic anhydride). Run in ClCCl (dichloromethane). Conditions: time 18 hour. Yields the product C(C)(C)(C)OC(=O)N1CCC(CC1)(C1=CC=CC=C1)CNC(C)=O (N-[(1-t-Butoxycarbonyl-4-phenylpiperidin-4-yl)methyl]acetamide). Isolated yield 65.4%. RXN SMILES: [C:1](OC(=O)C)(=[O:3])[CH3:2].[NH2:8][CH2:9][C:10]1([C:23]2[CH:28]=[CH:27][CH:26]=[CH:25][CH:24]=2)[CH2:15][CH2:14][N:13]([C:16]([O:18][C:19]([CH3:22])([CH3:21])[CH3:20])=[O:17])[CH2:12][CH2:11]1.N1C=CC=CC=1>ClCCl>[C:19]([O:18][C:16]([N:13]1[CH2:14][CH2:15][C:10]([CH2:9][NH:8][C:1](=[O:3])[CH3:2])([C:23]2[CH:24]=[CH:25][CH:26]=[CH:27][CH:28]=2)[CH2:11][CH2:12]1)=[O:17])([CH3:21])([CH3:22])[CH3:20]. Procedure details: Acetic anhydride (2.59 mL, 2.81 g, 27.5 mmol) was added dropwise to a stirred, cooled (0° C.) solution of 4-aminomethyl-1-t-butoxycarbonyl-4-phenylpiperidine (7.96 g) and pyridine (3.03 mL, 2.97 g, 37.5 mmol) in dichloromethane (100 mL) and the mixture was stirred at room temperature for 18 h. The solvent was evaporated under reduced pressure, aqueous sodium hydrogen carbonate (saturated, 100 mL) was added and the mixture was extracted with ethyl acetate (3×100 mL). The combined organic fraction... Yields the product C(C)OC(=C(C)C)OCC (1,1-diethoxy-2,2-dimethylethylene). Isolated yield 59.9%. Solvent: C(C)(C)(C)O (t-butanol). Reactants: C(C)OC(C(C)C)(OCC)OCC (1,1,1-triethoxyisobutane), CC(C)([O-])C.[Al+3].CC(C)([O-])C.CC(C)([O-])C (aluminium t-butoxide). Procedure details: A mixture of 1,1,1-triethoxyisobutane (27.5 g, 0.14 mol) and aluminium t-butoxide (30 g, 0.12 mol) was heated at 170° C. for 1 hour during which time t-butanol distilled off. The residue was distilled at 100°-130° C. (atomosphere pressure) to afford 12.1 g (58%) of 1,1-diethoxy-2,2-dimethylethylene (Formula III: R2 =R3 =CH3 ;R4 =R5 =OC2H5), as a clear oil. RXN SMILES: [CH2:1]([O:3][C:4](OCC)([O:8][CH2:9][CH3:10])[CH:5]([CH3:7])[CH3:6])[CH3:2].CC(C)([O-])C.[Al+3].CC(C)([O-])C.CC(C)([O-])C>C(O)(C)(C)C>[CH2:1]([O:3][C:4]([O:8][CH2:9][CH3:10])=[C:5]([CH3:7])[CH3:6])[CH3:2] |f:1.2.3.4|.